This data is from the Open Reaction Database (ORD), a public repository of structured organic reaction records. The task is: describe an organic reaction: reactants, conditions, products, and yield Starting materials: ClC(Cl)(Cl)Cl, O=C1CCC(=O)N1Cl, O=c1c(-c2ccccc2)ccc2n1CCSc1ccsc1-2. The product is O=c1c(-c2ccccc2)cc(Cl)c2n1CCSc1ccsc1-2. As a reaction SMILES: [C:30]([Cl:31])([Cl:32])([Cl:33])[Cl:34].[Cl:22][N:23]1[C:24](=[O:25])[CH2:26][CH2:27][C:28]1=[O:29].[c:1]1(-[c:7]2[cH:8][cH:9][c:10]3[n:11]([c:20]2=[O:21])[CH2:12][CH2:13][S:14][c:15]2[c:16]-3[s:17][cH:18][cH:19]2)[cH:2][cH:3][cH:4][cH:5][cH:6]1>>[c:1]1(-[c:7]2[cH:8][c:9]([Cl:22])[c:10]3[n:11]([c:20]2=[O:21])[CH2:12][CH2:13][S:14][c:15]2[c:16]-3[s:17][cH:18][cH:19]2)[cH:2][cH:3][cH:4][cH:5][cH:6]1. Starting materials: ClC=1C(=C(CNC(=O)[C@H]2N(C[C@@H](C2)F)C(CN2C=C(C3=CC(=CC=C23)O)C(C)=O)=O)C=CC1)F ((2S,4R)-1-[2-(3-acetyl-5-hydroxy-indol-1-yl)-acetyl]-4-fluoro-pyrrolidine-2-carboxylic acid 3-chloro-2-fluoro-benzylamide), IC (iodomethane), Example 579, [OH-].[K+] (potassium hydroxide). The solvent is CS(=O)C (DMSO). Run at time 5 minute. Yields the product ClC=1C(=C(CNC(=O)[C@H]2N(C[C@@H](C2)F)C(CN2C=C(C3=CC(=CC=C23)OC)C(C)=O)=O)C=CC1)F ((2S,4R)-1-[2-(3-Acetyl-5-methoxy-indol-1-yl)-acetyl]-4-fluoro-pyrrolidine-2-carboxylic acid 3-chloro-2-fluoro-benzylamide). Reaction SMILES: [Cl:1][C:2]1[C:3]([F:34])=[C:4]([CH:31]=[CH:32][CH:33]=1)[CH2:5][NH:6][C:7]([C@@H:9]1[CH2:13][C@@H:12]([F:14])[CH2:11][N:10]1[C:15](=[O:30])[CH2:16][N:17]1[C:25]2[C:20](=[CH:21][C:22]([OH:26])=[CH:23][CH:24]=2)[C:19]([C:27](=[O:29])[CH3:28])=[CH:18]1)=[O:8].[OH-].[K+].I[CH3:38]>CS(C)=O>[Cl:1][C:2]1[C:3]([F:34])=[C:4]([CH:31]=[CH:32][CH:33]=1)[CH2:5][NH:6][C:7]([C@@H:9]1[CH2:13][C@@H:12]([F:14])[CH2:11][N:10]1[C:15](=[O:30])[CH2:16][N:17]1[C:25]2[C:20](=[CH:21][C:22]([O:26][CH3:38])=[CH:23][CH:24]=2)[C:19]([C:27](=[O:29])[CH3:28])=[CH:18]1)=[O:8] |f:1.2|. Reported procedure: A solution of (2S,4R)-1-[2-(3-acetyl-5-hydroxy-indol-1-yl)-acetyl]-4-fluoro-pyrrolidine-2-carboxylic acid 3-chloro-2-fluoro-benzylamide Example 579 (28.0 mg, 0.057 mmol) in DMSO (2 mL) was treated with potassium hydroxide (15.0 mg, 0.257 mmol). The mixture was stirred at RT for 5 min, followed by addition of iodomethane (0.006 mL, 0.089 mmol) and stirring at RT for 60 h. The reaction mixture was partitioned between water and CH2Cl2 and the aqueous layer was extracted with CH2Cl2 (2×). The combin... Starting materials: CC(=O)OCC=CC[N+](=O)[O-], ClCCl, c1ccncc1. Yields the product CC(=O)OCC=CC#N. Reaction SMILES: [C:1]([CH3:2])(=[O:3])[O:4][CH2:5][CH:6]=[CH:7][CH2:8][N+:9]([O-:10])=[O:11].[CH2:12]([Cl:13])[Cl:14].[cH:15]1[cH:16][cH:17][n:18][cH:19][cH:20]1>>[C:1]([CH3:2])(=[O:3])[O:4][CH2:5][CH:6]=[CH:7][C:8]#[N:9]. The reactants are [C-]#N, ClCCl, CC[N+](CC)(CC)Cc1ccccc1, COc1ccc(CCl)cc1OC1CCCC1, [Cl-], [K+], O. Product: COc1ccc(CC#N)cc1OC1CCCC1. As a reaction SMILES: [C-:20]#[N:21].[CH2:17]([Cl:18])[Cl:19].[CH2:24]([N+:25]([CH2:26][CH3:27])([CH2:28][CH3:29])[CH2:30][CH3:31])[c:32]1[cH:33][cH:34][cH:35][cH:36][cH:37]1.[CH:1]1([O:6][c:7]2[cH:8][c:9]([CH2:10][Cl:11])[cH:12][cH:13][c:14]2[O:15][CH3:16])[CH2:2][CH2:3][CH2:4][CH2:5]1.[Cl-:23].[K+:22].[OH2:38]>>[CH:1]1([O:6][c:7]2[cH:8][c:9]([CH2:10][C:20]#[N:21])[cH:12][cH:13][c:14]2[O:15][CH3:16])[CH2:2][CH2:3][CH2:4][CH2:5]1. Starting materials: COC1(CCC(CC1)(C=O)C1=CC(=C(C=C1)OC)OC1CCCC1)OC (4-(3-cyclopentyloxy-4-methoxyphenyl)-4-formylcyclohexan-1-one dimethyl ketal), [BH4-].[Na+] (sodium borohydride), O (Water). The solvent is COCCOC (1,2-dimethoxy-ethane). Conditions: time 0.75 hour. Product: COC1(CCC(CC1)(CO)C1=CC(=C(C=C1)OC)OC1CCCC1)OC (4-(3-Cyclopentyloxy-4-methoxyphenyl)-4-(hydroxymethyl)cyclohexan-1-one-dimethyl ketal). Reaction SMILES: [CH3:1][O:2][C:3]1([O:25][CH3:26])[CH2:8][CH2:7][C:6]([C:11]2[CH:16]=[CH:15][C:14]([O:17][CH3:18])=[C:13]([O:19][CH:20]3[CH2:24][CH2:23][CH2:22][CH2:21]3)[CH:12]=2)([CH:9]=[O:10])[CH2:5][CH2:4]1.[BH4-].[Na+].O>COCCOC>[CH3:26][O:25][C:3]1([O:2][CH3:1])[CH2:8][CH2:7][C:6]([C:11]2[CH:16]=[CH:15][C:14]([O:17][CH3:18])=[C:13]([O:19][CH:20]3[CH2:21][CH2:22][CH2:23][CH2:24]3)[CH:12]=2)([CH2:9][OH:10])[CH2:5][CH2:4]1 |f:1.2|. Procedure details: To a solution of 4-(3-cyclopentyloxy-4-methoxyphenyl)-4-formylcyclohexan-1-one dimethyl ketal (0.24 g, 0.66 mmol) in 1,2-dimethoxy-ethane (5 mL) under an argon atmosphere was added sodium borohydride (0.05 g, 1.3 mmol) and the mixture was stirred at room temperature for 0.75 h. Water was added, the mixture was partitioned between ether and water, was extracted twice with ether, the organic exact was dried (,potassium carbonate) and evaporated to an oil (0.19 g, 79%).